Dataset: the Open Reaction Database (ORD), a public repository of structured organic reaction records. Task: describe an organic reaction: reactants, conditions, products, and yield Reactants: [BH4-], C[O-], CO, CC1CN(Cc2ccc(N)cc2)CCN1C(=O)OC(C)(C)C, [Na+], [Na+]. Product: CNc1ccc(CN2CCN(C(=O)OC(C)(C)C)C(C)C2)cc1. RXN SMILES: [BH4-:26].[CH3:23][O-:24].[CH3:28][OH:29].[NH2:1][c:2]1[cH:3][cH:4][c:5]([CH2:8][N:9]2[CH2:10][CH:11]([CH3:22])[N:12]([C:15](=[O:16])[O:17][C:18]([CH3:19])([CH3:20])[CH3:21])[CH2:13][CH2:14]2)[cH:6][cH:7]1.[Na+:25].[Na+:27]>>[NH:1]([c:2]1[cH:3][cH:4][c:5]([CH2:8][N:9]2[CH2:10][CH:11]([CH3:22])[N:12]([C:15](=[O:16])[O:17][C:18]([CH3:19])([CH3:20])[CH3:21])[CH2:13][CH2:14]2)[cH:6][cH:7]1)[CH3:23].